This data is from the Open Reaction Database (ORD), a public repository of structured organic reaction records. The task is: describe an organic reaction: reactants, conditions, products, and yield Starting materials: CC=1C=C(CO)C=CC1[N+](=O)[O-] (3-methyl-4-nitrobenzyl alcohol), C[N+]1(CCOCC1)[O-] (N-methylmorpholine-N-oxide), 4A. Reagents/catalysts: [Ru](=O)(=O)(=O)[O-].C(CC)[N+](CCC)(CCC)CCC (tetrapropylammonium perruthenate). The solvent is C(Cl)Cl (methylene chloride). Product: CC=1C=C(C=O)C=CC1[N+](=O)[O-] (3-methyl-4-nitrobenzaldehyde). Isolated yield 74.0%. RXN SMILES: [CH3:1][C:2]1[CH:3]=[C:4]([CH:7]=[CH:8][C:9]=1[N+:10]([O-:12])=[O:11])[CH2:5][OH:6].C[N+]1([O-])CCOCC1>C(Cl)Cl.[Ru]([O-])(=O)(=O)=O.C([N+](CCC)(CCC)CCC)CC>[CH3:1][C:2]1[CH:3]=[C:4]([CH:7]=[CH:8][C:9]=1[N+:10]([O-:12])=[O:11])[CH:5]=[O:6] |f:3.4|. Procedure details: To a solution of 3-methyl-4-nitrobenzyl alcohol (3.0 g, 18 mmol), N-methylmorpholine-N-oxide (3.2 g, 27 mmol), and powdered 4A molecular sieves (8.98 g) in methylene chloride (40 mL) was added in one portion tetrapropylammonium perruthenate (0.315 g, 0.898 mmol), and the reaction stirred at room temperature. The reaction was filtered through silica gel, eluting with methylene chloride, solvent evaporated and the residue purified by flash chromatography to provide 2.2 g of the title compound. Exa... Starting materials: [Na] (sodium), ClC=1C(=NSN1)C=1C=NC=CC1 (3-(4-chloro-1,2,5-thiadiazol-3-yl)pyridine), C(CCCCC)O (1-hexanol). Reaction conditions: temperature 50 celsius, time 2 hour. The product is C(CCCCC)OC=1C(=NSN1)C=1C=NC=CC1 (3-(4-hexyloxy-1,2,5-thiadiazol-3-yl)pyridine). RXN SMILES: [Na].Cl[C:3]1[C:4]([C:8]2[CH:9]=[N:10][CH:11]=[CH:12][CH:13]=2)=[N:5][S:6][N:7]=1.[CH2:14]([OH:20])[CH2:15][CH2:16][CH2:17][CH2:18][CH3:19]>>[CH2:14]([O:20][C:3]1[C:4]([C:8]2[CH:9]=[N:10][CH:11]=[CH:12][CH:13]=2)=[N:5][S:6][N:7]=1)[CH2:15][CH2:16][CH2:17][CH2:18][CH3:19] |^1:0|. Reported procedure: To a solution of sodium (230 mg, 10 mmol) in 1-hexanol (15 ml) was added 3-(4-chloro-1,2,5-thiadiazol-3-yl)pyridine (490 mg, 2.5 mmol). The mixture was stirred at 50° C. for 2 h and evaporated. The residue was dissolved in water and extracted with ether. The combined organic phases were dried and evaporated to give the wanted compound. The reactants are C(C)(C)[Si](C(C)C)(C(C)C)Cl (Triisopropylsilyl chloride), OC1=CC=C2C(CCOC2=C1)=O (7-Hydroxy-4-chromanone), N1C=NC=C1 (imidazole), ice, O (water). Run in CN(C)C=O (DMF), CN(C)C=O (DMF). Reaction conditions: time 3 hour. Yields the product C(C)(C)[Si](OC1=CC=C2C(CCOC2=C1)=O)(C(C)C)C(C)C (7-(Triisopropylsilyloxy)-4-chromanone). Reaction SMILES: [OH:1][C:2]1[CH:11]=[C:10]2[C:5]([C:6](=[O:12])[CH2:7][CH2:8][O:9]2)=[CH:4][CH:3]=1.N1C=CN=C1.[CH:18]([Si:21](Cl)([CH:25]([CH3:27])[CH3:26])[CH:22]([CH3:24])[CH3:23])([CH3:20])[CH3:19].O>CN(C=O)C>[CH:18]([Si:21]([CH:25]([CH3:27])[CH3:26])([CH:22]([CH3:24])[CH3:23])[O:1][C:2]1[CH:11]=[C:10]2[C:5]([C:6](=[O:12])[CH2:7][CH2:8][O:9]2)=[CH:4][CH:3]=1)([CH3:20])[CH3:19]. Procedure details: 7-Hydroxy-4-chromanone (1.2 g, 7.3 mmol; Dann et al., Ann. 587, 16, 1954) and imidazole (1.0 g, 14.7 mmol) were dissolved in DMF (10 ml). Triisopropylsilyl chloride (1.8 ml, 8.2 mmol) in DMF (2 ml) was added dropwise at ambient temperature over 10 minutes. After stirring for 3 hours, the mixture was poured onto 100 ml ice and water, and extracted with ether (2×100 ml). The combined ether extracts were washed with 1M LiCl and then brine, dried over CaSO4, and concentrated to a brown oil which was...